From a dataset of the Open Reaction Database (ORD), a public repository of structured organic reaction records. describe an organic reaction: reactants, conditions, products, and yield The reactants are CC1=C(N=C(O1)C1=CC=C(C=C1)C(F)(F)F)CC#N ([5-methyl-2-(4-trifluoromethyl-phenyl)-oxazol-4-yl]-acetonitrile), [OH-].[Na+] (NaOH), CCO.O (EtOH water). The product is CC1=C(N=C(O1)C1=CC=C(C=C1)C(F)(F)F)CC(=O)O ([5-Methyl-2-(4-trifluoromethyl-phenyl)-oxazol-4-yl]-acetic acid). As a reaction SMILES: [CH3:1][C:2]1[O:6][C:5]([C:7]2[CH:12]=[CH:11][C:10]([C:13]([F:16])([F:15])[F:14])=[CH:9][CH:8]=2)=[N:4][C:3]=1[CH2:17][C:18]#N.[OH-:20].[Na+].CCO.[OH2:25]>>[CH3:1][C:2]1[O:6][C:5]([C:7]2[CH:12]=[CH:11][C:10]([C:13]([F:16])([F:15])[F:14])=[CH:9][CH:8]=2)=[N:4][C:3]=1[CH2:17][C:18]([OH:25])=[O:20] |f:1.2,3.4|. Reported procedure: 8.69 g of the above prepared [5-methyl-2-(4-trifluoromethyl-phenyl)-oxazol-4-yl]-acetonitrile (32.6 mmol) was dissolved in 100 ml EtOH/water=1/1 and treated with 10 eq. of NaOH-pellets (13 g). Hydrolysis was allowed to proceed over night at 85° C. Pouring onto crashed ice/HCl, twofold extraction with AcOEt, washing with water, drying over magnesium sulfate, evaporation of the solvents, followed by recrystallization from AcOEt/hexane, yielded 7.35 g of the title acid as off-white crystals. Reactants: N(=C=S)C1CCCC1 (Isothiocyanato-cyclopentane), C1(CCCC1)NC(=S)N (Cyclopentyl-thiourea), BrCC(=O)C1=CC=C(C(=O)O)C=C1 (4-(2-Bromo-acetyl)-benzoic acid). Run in N (ammonia), CO (methanol), C1CCOC1 (THF). Run at time 5 minute. The product is C1(CCCC1)NC=1SC=C(N1)C1=CC=C(C(=O)O)C=C1 (4-(2-Cyclopentylamino-thiazol-4-yl)-benzoic acid). Reaction SMILES: N(C1CCCC1)=C=S.[CH:9]1([NH:14][C:15]([NH2:17])=[S:16])[CH2:13][CH2:12][CH2:11][CH2:10]1.Br[CH2:19][C:20]([C:22]1[CH:30]=[CH:29][C:25]([C:26]([OH:28])=[O:27])=[CH:24][CH:23]=1)=O>N.CO.C1COCC1>[CH:9]1([NH:14][C:15]2[S:16][CH:19]=[C:20]([C:22]3[CH:30]=[CH:29][C:25]([C:26]([OH:28])=[O:27])=[CH:24][CH:23]=3)[N:17]=2)[CH2:13][CH2:12][CH2:11][CH2:10]1. Procedure: Isothiocyanato-cyclopentane (4 g) in ammonia (37% in water, 8 mL) and methanol (32 mL) was stirred for 16 hours, filtered of and dried. The Cyclopentyl-thiourea (2.06 mmol) and 4-(2-Bromo-acetyl)-benzoic acid (2.06 mmol) were mixed in THF (12 mL). After stirring at room temperature for 5 minutes the mixture was heated to 80° C. for 2 hours. The mixture was then cooled to room temperature and filtered. The solid was washed with a small amount of diethylether and dried. m/z=289.05 in MS ES+, which... Starting materials: CO, CCCCSC(NC(=O)C(C)C)C(=O)OC, [Na+], [OH-]. The product is CCCCSC(NC(=O)C(C)C)C(=O)O. Reaction SMILES: [CH3:19][OH:20].[CH3:1][O:2][C:3]([CH:4]([NH:5][C:6]([CH:7]([CH3:8])[CH3:9])=[O:10])[S:11][CH2:12][CH2:13][CH2:14][CH3:15])=[O:16].[Na+:18].[OH-:17]>>[O:2]=[C:3]([CH:4]([NH:5][C:6]([CH:7]([CH3:8])[CH3:9])=[O:10])[S:11][CH2:12][CH2:13][CH2:14][CH3:15])[OH:16]. Procedure: 5-Isobutyl-1H-pyrazol-3-carboxylic acid (5 g, 29.7 mmol) was added portionwise to concentrated sulfuric acid (25 ml) at room temperature with stirring. The reaction mixture was then heated to 60° C. and concentrated nitric acid (70%, 5.15 ml) was added dropwise, keeping the temperature at 60° C. The reaction was then stirred at 60° C. for 3 hours, cooled to room temperature and poured onto 50 ml of ice with stirring. The resultant white precipitate was isolated by filtration, washed with water a... Run at temperature 60 celsius. As a reaction SMILES: [CH2:1]([C:5]1[NH:9][N:8]=[C:7]([C:10]([OH:12])=[O:11])[CH:6]=1)[CH:2]([CH3:4])[CH3:3].S(=O)(=O)(O)O.[N+:18]([O-])([OH:20])=[O:19]>>[CH2:1]([C:5]1[NH:9][N:8]=[C:7]([C:10]([OH:12])=[O:11])[C:6]=1[N+:18]([O-:20])=[O:19])[CH:2]([CH3:4])[CH3:3]. Solvent: ice. The reactants are C(C(C)C)C1=CC(=NN1)C(=O)O (5-Isobutyl-1H-pyrazol-3-carboxylic acid), S(O)(O)(=O)=O (sulfuric acid), [N+](=O)(O)[O-] (nitric acid). The product is C(C(C)C)C1=C(C(=NN1)C(=O)O)[N+](=O)[O-] (5-isobutyl-4-nitro-1H-pyrazol-3-carboxylic acid). Reactants: [Al+3], C1CCOC1, CCOC(=O)C1CCCN(C)C1, [H-], [H-], [H-], [H-], [Li+], [Na+], [OH-], O. The product is CN1CCCC(CO)C1. RXN SMILES: [Al+3:14].[CH2:22]1[O:23][CH2:24][CH2:25][CH2:26]1.[CH3:1][N:2]1[CH2:3][CH:4]([C:8](=[O:9])[O:10][CH2:11][CH3:12])[CH2:5][CH2:6][CH2:7]1.[H-:13].[H-:16].[H-:17].[H-:18].[Li+:15].[Na+:21].[OH-:20].[OH2:19]>>[CH3:1][N:2]1[CH2:3][CH:4]([CH2:8][OH:9])[CH2:5][CH2:6][CH2:7]1. The reactants are CNC(=O)N(C)N, CC(=O)c1cnc2nnn(Cc3ccc4ncccc4c3)c2n1. Yields the product CNC(=O)N(C)N=C(C)c1cnc2nnn(Cc3ccc4ncccc4c3)c2n1. As a reaction SMILES: [CH3:24][NH:25][C:26](=[O:27])[N:28]([NH2:29])[CH3:30].[n:1]1[cH:2][cH:3][cH:4][c:5]2[cH:6][c:7]([CH2:11][n:12]3[n:13][n:14][c:15]4[c:16]3[n:17][c:18]([C:21]([CH3:22])=[O:23])[cH:19][n:20]4)[cH:8][cH:9][c:10]12>>[n:1]1[cH:2][cH:3][cH:4][c:5]2[cH:6][c:7]([CH2:11][n:12]3[n:13][n:14][c:15]4[c:16]3[n:17][c:18]([C:21]([CH3:22])=[N:29][N:28]([C:26]([NH:25][CH3:24])=[O:27])[CH3:30])[cH:19][n:20]4)[cH:8][cH:9][c:10]12. As a reaction SMILES: [NH:1]1[C:9]2[C:4](=[CH:5][CH:6]=[CH:7][CH:8]=2)[CH2:3][C:2]1=[O:10].[N:11]1[CH:16]=[CH:15][N:14]=[CH:13][C:12]=1/[CH:17]=[CH:18]/[C:19]1[C:27]2[C:22](=[CH:23][C:24]([CH:28]=O)=[CH:25][CH:26]=2)[N:21]([CH2:30][O:31][CH2:32][CH2:33][Si:34]([CH3:37])([CH3:36])[CH3:35])[N:20]=1>>[N:11]1[CH:16]=[CH:15][N:14]=[CH:13][C:12]=1/[CH:17]=[CH:18]/[C:19]1[C:27]2[C:22](=[CH:23][C:24](/[CH:28]=[C:3]3/[C:2](=[O:10])[NH:1][C:9]4[C:4]/3=[CH:5][CH:6]=[CH:7][CH:8]=4)=[CH:25][CH:26]=2)[N:21]([CH2:30][O:31][CH2:32][CH2:33][Si:34]([CH3:37])([CH3:36])[CH3:35])[N:20]=1. Procedure: The title compound was synthesized according to the method of Example A19, utilizing indolin-2-one (10.0 mg, 0.075 mmol) and (E)-3-(2-(pyrazin-2-yl)vinyl)-1-((2-(trimethylsilyl)ethoxy)methyl)-1H-indazole-6-carbaldehyde (28 mg, 0.074 mmol). The crude mixture was concentrated under reduced pressure and purified by prepTLC (SiO2 2% MeOH/DCM) to provide the title compound to as a yellow material (20 mg, 55%); MS ESI 496.3 [M+H]+, calcd for [C28H29N5O2Si+H]+ 496.6. Reactants: N1C(CC2=CC=CC=C12)=O (indolin-2-one), N1=C(C=NC=C1)/C=C/C1=NN(C2=CC(=CC=C12)C=O)COCC[Si](C)(C)C ((E)-3-(2-(pyrazin-2-yl)vinyl)-1-((2-(trimethylsilyl)ethoxy)methyl)-1H-indazole-6-carbaldehyde). Yields the product N1=C(C=NC=C1)/C=C/C1=NN(C2=CC(=CC=C12)\C=C/1\C(NC2=CC=CC=C12)=O)COCC[Si](C)(C)C ((E)-3-((3((E)-2-(pyrazin-2-yl)vinyl)-1-((2-(trimethylsilyl)ethoxy)methyl)-1H-indazol-6-yl)methylene)indolin-2-one), material. Yield: 55.0%. Reactants: [H-].[Na+] (sodium hydride), C([C@@H](O)C)(=O)OC (methyl L-lactate), N1CCOCC1 (morpholine). Run in C1(=CC=CC=C1)C (Toluene). The product is O[C@H](C(=O)N1CCOCC1)C (N-((2S)-2-Hydroxypropanoyl)morpholine). As a reaction SMILES: [H-].[Na+].[C:3]([O:8]C)(=O)[C@H:4]([CH3:6])[OH:5].[NH:10]1[CH2:15][CH2:14][O:13][CH2:12][CH2:11]1>C1(C)C=CC=CC=1>[OH:5][C@@H:4]([CH3:6])[C:3]([N:10]1[CH2:15][CH2:14][O:13][CH2:12][CH2:11]1)=[O:8] |f:0.1|. Reported procedure: Under a nitrogen atmosphere, 60% sodium hydride (1.92 g, 0.048 mol) was added slowly portionwise to a mixture of methyl L-lactate (50.0 g, 0.48 mol) and morpholine (46 mL, 0.528 mol) with stirring in an ice-bath, and the resulting mixture was stirred at 50° C. for 3 hours. Toluene was added thereto and evaporated under reduced pressure. This procedure was repeated further twice to give B-1. Starting materials: CO, CC(=O)C1C(CC(Cl)(Cl)Cl)C1(C)C, [Na+], [OH-]. Product: COC(=O)C1C(CC(Cl)(Cl)Cl)C1(C)C. RXN SMILES: [CH3:16][OH:17].[CH3:3][C:4](=[O:5])[CH:6]1[C:7]([CH3:14])([CH3:15])[CH:8]1[CH2:9][C:10]([Cl:11])([Cl:12])[Cl:13].[Na+:2].[OH-:1]>>[O:1]=[C:4]([O:5][CH3:16])[CH:6]1[C:7]([CH3:14])([CH3:15])[CH:8]1[CH2:9][C:10]([Cl:11])([Cl:12])[Cl:13]. Product: OC=1C=C(C=CC(=O)NC=2C(C(=O)O)=CC=CC2)C=CC1OC (N-(3-hydroxy-4-methoxycinnamoyl)anthranilic acid). Procedure: A 10 g quantity of morpholinium N-(3-hydroxy-4-methoxycinnamoyl)anthranilate is dissolved in a mixture of 80 ml of water and 60 ml of methyl alcohol with heating, and the resultant solution is added dropwise to 85 ml of diluted hydrochloric acid (5 ml of conc. hydrochloric acid and 80 ml of water) with stirring. The precipitated crystals which form are collected by filtration, washed with water and then dried at 90°-100° C. under reduced pressure for 3 hours to yield N-(3-hydroxy-4-methoxycinnam... Isolated yield 74.0%. RXN SMILES: [OH:1][C:2]1[CH:3]=[C:4]([CH:19]=[CH:20][C:21]=1[O:22][CH3:23])[CH:5]=[CH:6][C:7]([NH:9][C:10]1[C:11](=[CH:15][CH:16]=[CH:17][CH:18]=1)[C:12]([O-:14])=[O:13])=[O:8].[NH2+]1CCOCC1.Cl>O.CO>[OH:1][C:2]1[CH:3]=[C:4]([CH:19]=[CH:20][C:21]=1[O:22][CH3:23])[CH:5]=[CH:6][C:7]([NH:9][C:10]1[C:11](=[CH:15][CH:16]=[CH:17][CH:18]=1)[C:12]([OH:14])=[O:13])=[O:8] |f:0.1|. Reactants: resultant solution, Cl (hydrochloric acid), OC=1C=C(C=CC(=O)NC=2C(C(=O)[O-])=CC=CC2)C=CC1OC.[NH2+]1CCOCC1 (morpholinium N-(3-hydroxy-4-methoxycinnamoyl)anthranilate). Solvent: O (water), CO (methyl alcohol).